Dataset: the Open Reaction Database (ORD), a public repository of structured organic reaction records. Task: describe an organic reaction: reactants, conditions, products, and yield Reactants: CC(NC(CCc1ccccc1)C(=O)OCc1ccccc1)C(=O)N1C(=O)N(Cc2ccccc2)CC1C(=O)OC(C)(C)C, Cl, C1COCCO1. Product: CC(NC(CCc1ccccc1)C(=O)OCc1ccccc1)C(=O)N1C(=O)N(Cc2ccccc2)CC1C(=O)O. Reaction SMILES: [CH2:8]([c:9]1[cH:10][cH:11][cH:12][cH:13][cH:14]1)[N:15]1[C:16](=[O:51])[N:17]([C:27]([CH:28]([CH3:29])[NH:30][CH:31]([CH2:32][CH2:33][c:34]2[cH:35][cH:36][cH:37][cH:38][cH:39]2)[C:40](=[O:41])[O:42][CH2:43][c:44]2[cH:45][cH:46][cH:47][cH:48][cH:49]2)=[O:50])[CH:18]([C:20](=[O:21])[O:22][C:23]([CH3:24])([CH3:25])[CH3:26])[CH2:19]1.[ClH:7].[O:1]1[CH2:2][CH2:3][O:4][CH2:5][CH2:6]1>>[CH2:8]([c:9]1[cH:10][cH:11][cH:12][cH:13][cH:14]1)[N:15]1[C:16](=[O:51])[N:17]([C:27]([CH:28]([CH3:29])[NH:30][CH:31]([CH2:32][CH2:33][c:34]2[cH:35][cH:36][cH:37][cH:38][cH:39]2)[C:40](=[O:41])[O:42][CH2:43][c:44]2[cH:45][cH:46][cH:47][cH:48][cH:49]2)=[O:50])[CH:18]([C:20](=[O:21])[OH:22])[CH2:19]1. Reactants: CC1(OB(OC1(C)C)C1=CC=C(C=C1)[N+](=O)[O-])C (4,4,5,5-Tetramethyl-2-(4-nitrophenyl)-1,3,2-dioxaborolane), IC=1C=C(C(=O)NC2=CC(=CC=C2)C(F)(F)F)C=CC1C (3-iodo-4-methyl-N-[3-(trifluoromethyl)phenyl]benzamide), C([O-])([O-])=O.[K+].[K+] (potassium carbonate). The reagents and catalysts are C=1C=CC(=CC1)[P](C=2C=CC=CC2)(C=3C=CC=CC3)[Pd]([P](C=4C=CC=CC4)(C=5C=CC=CC5)C=6C=CC=CC6)([P](C=7C=CC=CC7)(C=8C=CC=CC8)C=9C=CC=CC9)[P](C=1C=CC=CC1)(C=1C=CC=CC1)C=1C=CC=CC1 (tetrakis(triphenylphosphine)palladium(0)). Solvent: C1(=CC=CC=C1)C (toluene), C(C)O (ethanol), O (water). The product is CC1=CC=C(C=C1C1=CC=C(C=C1)[N+](=O)[O-])C(=O)NC1=CC(=CC=C1)C(F)(F)F (6-Methyl-4′-nitro-N-[3-(trifluoromethyl)phenyl]biphenyl-3-carboxamide). The yield is 57.1%. Reaction SMILES: CC1(C)C(C)(C)OB([C:9]2[CH:14]=[CH:13][C:12]([N+:15]([O-:17])=[O:16])=[CH:11][CH:10]=2)O1.I[C:20]1[CH:21]=[C:22]([CH:36]=[CH:37][C:38]=1[CH3:39])[C:23]([NH:25][C:26]1[CH:31]=[CH:30][CH:29]=[C:28]([C:32]([F:35])([F:34])[F:33])[CH:27]=1)=[O:24].C(=O)([O-])[O-].[K+].[K+]>C1(C)C=CC=CC=1.C(O)C.O.C1C=CC([P]([Pd]([P](C2C=CC=CC=2)(C2C=CC=CC=2)C2C=CC=CC=2)([P](C2C=CC=CC=2)(C2C=CC=CC=2)C2C=CC=CC=2)[P](C2C=CC=CC=2)(C2C=CC=CC=2)C2C=CC=CC=2)(C2C=CC=CC=2)C2C=CC=CC=2)=CC=1>[CH3:39][C:38]1[C:20]([C:9]2[CH:10]=[CH:11][C:12]([N+:15]([O-:17])=[O:16])=[CH:13][CH:14]=2)=[CH:21][C:22]([C:23]([NH:25][C:26]2[CH:31]=[CH:30][CH:29]=[C:28]([C:32]([F:33])([F:34])[F:35])[CH:27]=2)=[O:24])=[CH:36][CH:37]=1 |f:2.3.4,^1:60,62,81,100|. Reported procedure: 4,4,5,5-Tetramethyl-2-(4-nitrophenyl)-1,3,2-dioxaborolane (0.35 g, 0.0014 mol) was mixed with 3-iodo-4-methyl-N-[3-(trifluoromethyl)phenyl]benzamide (0.73 g, 0.0018 mol) and potassium carbonate (0.50 g, 0.0036 mol) in toluene (15.00 mL), ethanol (2.10 mL) and water (2.00 mL) and the mixture was degassed. To the reaction was added tetrakis(triphenylphosphine)palladium(0) (0.10 g, 0.000086 mol) and the mixture was heated to reflux for 8 hours. The reaction was extracted with ethyl acetate and the ... The reactants are Intermediate 20, IC1=C(C=CC(=C1)S(=O)(=O)C)CCC (2-iodo-4-(methylsulfonyl)-1-propylbenzene), IC1=C(C=CC(=C1)S(=O)(=O)C)CCC (2-iodo-4-(methylsulfonyl)-1-propylbenzene), C(C)(C)(C)OC(COC1=C(C=C(C=C1)Cl)C#C)=O (tert-butyl(4-chloro-2-ethynylphenoxy)acetate), C(C)(C)(C)OC(COC1=C(C=C(C=C1)Cl)C#C)=O (tert-butyl(4-chloro-2-ethynylphenoxy)acetate). Yields the product C(C)(C)(C)OC(COC1=C(C=C(C=C1)Cl)C#CC1=C(C=CC(=C1)S(=O)(=O)C)CCC)=O (tert-butyl(4-chloro-2-{[5-(methylsulfonyl)-2-propylphenyl]ethynyl}phenoxy)acetate). Reaction SMILES: [C:1]([O:5][C:6](=[O:18])[CH2:7][O:8][C:9]1[CH:14]=[CH:13][C:12]([Cl:15])=[CH:11][C:10]=1[C:16]#[CH:17])([CH3:4])([CH3:3])[CH3:2].I[C:20]1[CH:25]=[C:24]([S:26]([CH3:29])(=[O:28])=[O:27])[CH:23]=[CH:22][C:21]=1[CH2:30][CH2:31][CH3:32]>>[C:1]([O:5][C:6](=[O:18])[CH2:7][O:8][C:9]1[CH:14]=[CH:13][C:12]([Cl:15])=[CH:11][C:10]=1[C:16]#[C:17][C:22]1[CH:23]=[C:24]([S:26]([CH3:29])(=[O:27])=[O:28])[CH:25]=[CH:20][C:21]=1[CH2:30][CH2:31][CH3:32])([CH3:4])([CH3:3])[CH3:2]. Procedure details: Following the general method as outlined in Intermediate 20, starting from (4-chloro-2-ethynyl-phenoxy)-acetic acid tert-butyl ester (Intermediate 3) and 2-iodo-4-(methylsulfonyl)-1-propylbenzene (Intermediate 62), the title compound was obtained as a white solid after purification by flash column chromatography (silica), eluting with cyclohexane containing increasing amounts of EtOAc Reactants: ClC1=CC(=NC(=N1)SC)NC1=CC(=NN1)C (6-chloro-N-(3-methyl-1H-pyrazol-5-yl)-2-(methylthio)pyrimidin-4-amine), Cl.C1(CC1)C1(CNC1)F (3-cyclopropyl-3-fluoroazetidine hydrochloride), C(C)(C)N(CC)C(C)C (diisopropylethylamine), C(C)(C)O (isopropanol). Run in CCCCCC (Hexane). Run at temperature 85 celsius. Yields the product C1(CC1)C1(CN(C1)C1=CC(=NC(=N1)SC)NC1=CC(=NN1)C)F (6-(3-cyclopropyl-3-fluoroazetidin-1-yl)-N-(3-methyl-1H-pyrazol-5-yl)-2-(methylthio)pyrimidin-4-amine). Isolated yield 80.0%. As a reaction SMILES: Cl[C:2]1[N:7]=[C:6]([S:8][CH3:9])[N:5]=[C:4]([NH:10][C:11]2[NH:15][N:14]=[C:13]([CH3:16])[CH:12]=2)[CH:3]=1.Cl.[CH:18]1([C:21]2([F:25])[CH2:24][NH:23][CH2:22]2)[CH2:20][CH2:19]1.C(N(C(C)C)CC)(C)C.C(O)(C)C>CCCCCC>[CH:18]1([C:21]2([F:25])[CH2:24][N:23]([C:2]3[N:7]=[C:6]([S:8][CH3:9])[N:5]=[C:4]([NH:10][C:11]4[NH:15][N:14]=[C:13]([CH3:16])[CH:12]=4)[CH:3]=3)[CH2:22]2)[CH2:20][CH2:19]1 |f:1.2|. Procedure: To a mixture of 6-chloro-N-(3-methyl-1H-pyrazol-5-yl)-2-(methylthio)pyrimidin-4-amine (150 g, 0.58 mol), 3-cyclopropyl-3-fluoroazetidine hydrochloride (132.2 g, 0.87 mol) was added diisopropylethylamine (208 g, 1.61 mol) and isopropanol (1.125 L) and then heated to reflux for 23 hours. The reaction was cooled to slightly hazy solution to 85° C. and filtered and the homogeneous solution concentrated to a minimal volume. EtOAc was added (1 L) and concentrated to minimal volume. EtOAc (1 L) and H2O... The reactants are CCOC(C)=O, [Na+], CC(C)(C)OC(=O)N(Cc1cc2c(cn1)OCCO2)C1CCN(CCn2c(=O)ccc3ncc(F)cc32)CC1, [OH-], O, O=C(O)C(F)(F)F. Product: O=c1ccc2ncc(F)cc2n1CCN1CCC(NCc2cc3c(cn2)OCCO3)CC1. RXN SMILES: [CH3:41][CH2:42][O:43][C:44](=[O:45])[CH3:46].[Na+:48].[O:1]1[CH2:2][CH2:3][O:4][c:5]2[cH:6][n:7][c:8]([CH2:11][N:12]([C:13](=[O:14])[O:15][C:16]([CH3:17])([CH3:18])[CH3:19])[CH:20]3[CH2:21][CH2:22][N:23]([CH2:26][CH2:27][n:28]4[c:29](=[O:39])[cH:30][cH:31][c:32]5[n:33][cH:34][c:35]([F:38])[cH:36][c:37]45)[CH2:24][CH2:25]3)[cH:9][c:10]21.[OH-:47].[OH2:40].[OH:49][C:50]([C:51]([F:52])([F:53])[F:54])=[O:55]>>[O:1]1[CH2:2][CH2:3][O:4][c:5]2[cH:6][n:7][c:8]([CH2:11][NH:12][CH:20]3[CH2:21][CH2:22][N:23]([CH2:26][CH2:27][n:28]4[c:29](=[O:39])[cH:30][cH:31][c:32]5[n:33][cH:34][c:35]([F:38])[cH:36][c:37]45)[CH2:24][CH2:25]3)[cH:9][c:10]21. Reactants: CC(C)C(=O)Nc1cccc(C2CCNCC2)c1, CC(C)c1ccc(C(=O)CCCCl)cc1, [K+], [K+], O=C([O-])[O-]. The product is CC(C)C(=O)Nc1cccc(C2CCN(CCCC(=O)c3ccc(C(C)C)cc3)CC2)c1. RXN SMILES: [CH3:7][CH:8]([C:9](=[O:10])[NH:11][c:12]1[cH:13][c:14]([CH:18]2[CH2:19][CH2:20][NH:21][CH2:22][CH2:23]2)[cH:15][cH:16][cH:17]1)[CH3:24].[Cl:25][CH2:26][CH2:27][CH2:28][C:29](=[O:30])[c:31]1[cH:32][cH:33][c:34]([CH:37]([CH3:38])[CH3:39])[cH:35][cH:36]1.[K+:1].[K+:2].[O-:3][C:4]([O-:5])=[O:6]>>[CH3:7][CH:8]([C:9](=[O:10])[NH:11][c:12]1[cH:13][c:14]([CH:18]2[CH2:19][CH2:20][N:21]([CH2:26][CH2:27][CH2:28][C:29](=[O:30])[c:31]3[cH:32][cH:33][c:34]([CH:37]([CH3:38])[CH3:39])[cH:35][cH:36]3)[CH2:22][CH2:23]2)[cH:15][cH:16][cH:17]1)[CH3:24]. Starting materials: CCCC[Sn](CCCC)(CCCC)c1ccccn1, CCOC(C)=O, COCCOC, N#Cc1cc(-c2nc3ccccc3o2)ccc1OS(=O)(=O)C(F)(F)F, c1ccc(P(c2ccccc2)(c2ccccc2)[Pd](P(c2ccccc2)(c2ccccc2)c2ccccc2)(P(c2ccccc2)(c2ccccc2)c2ccccc2)P(c2ccccc2)(c2ccccc2)c2ccccc2)cc1. Yields the product N#Cc1cc(-c2nc3ccccc3o2)ccc1-c1ccccn1. RXN SMILES: [CH2:26]([Sn:27]([CH2:28][CH2:29][CH2:30][CH3:37])([c:31]1[n:32][cH:33][cH:34][cH:35][cH:36]1)[CH2:38][CH2:39][CH2:40][CH3:41])[CH2:42][CH2:43][CH3:44].[CH3:45][CH2:46][O:47][C:48]([CH3:49])=[O:50].[CH3:51][O:52][CH2:53][CH2:54][O:55][CH3:56].[F:1][C:2]([F:3])([F:4])[S:5]([O:6][c:7]1[c:8]([C:22]#[N:23])[cH:9][c:10](-[c:13]2[o:14][c:15]3[c:16]([n:17]2)[cH:18][cH:19][cH:20][cH:21]3)[cH:11][cH:12]1)(=[O:24])=[O:25].[cH:57]1[cH:58][cH:59][c:60]([P:61]([Pd:62]([P:63]([c:64]2[cH:65][cH:66][cH:67][cH:68][cH:69]2)([c:70]2[cH:71][cH:72][cH:73][cH:74][cH:75]2)[c:76]2[cH:77][cH:78][cH:79][cH:80][cH:81]2)([P:82]([c:83]2[cH:84][cH:85][cH:86][cH:87][cH:88]2)([c:89]2[cH:90][cH:91][cH:92][cH:93][cH:94]2)[c:95]2[cH:96][cH:97][cH:98][cH:99][cH:100]2)[P:101]([c:102]2[cH:103][cH:104][cH:105][cH:106][cH:107]2)([c:108]2[cH:109][cH:110][cH:111][cH:112][cH:113]2)[c:114]2[cH:115][cH:116][cH:117][cH:118][cH:119]2)([c:120]2[cH:121][cH:122][cH:123][cH:124][cH:125]2)[c:126]2[cH:127][cH:128][cH:129][cH:130][cH:131]2)[cH:132][cH:133]1>>[c:7]1(-[c:31]2[n:32][cH:33][cH:34][cH:35][cH:36]2)[c:8]([C:22]#[N:23])[cH:9][c:10](-[c:13]2[o:14][c:15]3[c:16]([n:17]2)[cH:18][cH:19][cH:20][cH:21]3)[cH:11][cH:12]1.